This data is from the Open Reaction Database (ORD), a public repository of structured organic reaction records. The task is: describe an organic reaction: reactants, conditions, products, and yield Run in O1CCOCC1 (dioxane). Reported procedure: 9.3 g (0.025 mol) of 2,6-dichloro-4,7-dimorpholino-pteridine were refluxed for one hour with 8.6 g (0.1 mol) of anhydrous piperazine in 200 ml of dioxane. The solvent was substantially distilled off, and the residue was digested with about 100 ml of water. After the aqueous mixture stood for a short time, it was suction-filtered, and the filter cake was washed with water and dried at about 70° C. RXN SMILES: Cl[C:2]1[N:11]=[C:10]([N:12]2[CH2:17][CH2:16][O:15][CH2:14][CH2:13]2)[C:9]2[C:4](=[N:5][C:6]([N:19]3[CH2:24][CH2:23][O:22][CH2:21][CH2:20]3)=[C:7]([Cl:18])[N:8]=2)[N:3]=1.[NH:25]1[CH2:30][CH2:29][NH:28][CH2:27][CH2:26]1>O1CCOCC1>[Cl:18][C:7]1[N:8]=[C:9]2[C:4](=[N:5][C:6]=1[N:19]1[CH2:24][CH2:23][O:22][CH2:21][CH2:20]1)[N:3]=[C:2]([N:25]1[CH2:30][CH2:29][NH:28][CH2:27][CH2:26]1)[N:11]=[C:10]2[N:12]1[CH2:17][CH2:16][O:15][CH2:14][CH2:13]1. The reactants are ClC1=NC2=NC(=C(N=C2C(=N1)N1CCOCC1)Cl)N1CCOCC1 (2,6-dichloro-4,7-dimorpholino-pteridine), N1CCNCC1 (piperazine). Yields the product ClC=1N=C2C(=NC(=NC2=NC1N1CCOCC1)N1CCNCC1)N1CCOCC1 (6-Chloro-4,7-dimorpholino-2-piperazino-pteridine).